This data is from the Open Reaction Database (ORD), a public repository of structured organic reaction records. The task is: describe an organic reaction: reactants, conditions, products, and yield The reactants are COC1=CC=C(C=C1)C(CC(=O)OC)(CCC)C1=CC=C(C=C1)OC (Methyl 3,3-bis(4-methoxyphenyl)hexanoate), O1CCOCC1 (dioxane), [OH-].[K+] (KOH). Run in O (water). Reaction conditions: time 1 hour. Product: COC1=CC=C(C=C1)C(CC(=O)O)(CCC)C1=CC=C(C=C1)OC (3,3-Bis(4-methoxyphenyl)hexanoic acid). The yield is 82.1%. As a reaction SMILES: [CH3:1][O:2][C:3]1[CH:8]=[CH:7][C:6]([C:9]([C:18]2[CH:23]=[CH:22][C:21]([O:24][CH3:25])=[CH:20][CH:19]=2)([CH2:15][CH2:16][CH3:17])[CH2:10][C:11]([O:13]C)=[O:12])=[CH:5][CH:4]=1.O1CCOCC1.[OH-].[K+]>O>[CH3:25][O:24][C:21]1[CH:22]=[CH:23][C:18]([C:9]([C:6]2[CH:5]=[CH:4][C:3]([O:2][CH3:1])=[CH:8][CH:7]=2)([CH2:15][CH2:16][CH3:17])[CH2:10][C:11]([OH:13])=[O:12])=[CH:19][CH:20]=1 |f:2.3|. Reported procedure: Methyl 3,3-bis(4-methoxyphenyl)hexanoate (5.2 g, 15.2 mmol) was introduced into 20 ml of dioxane, KOH (1.05 g, 18.2 mmol) was added, and the mixture was boiled for about 1 h. It was subsequently diluted with water and washed with ethyl acetate, and the aqueous phase was then adjusted to pH 3 with dilute HCl and extracted with ethyl acetate. The organic phase was then washed with saturated NaCl solution, dried over MgSO4 and concentrated. Chromatography on silica gel (CH2Cl2 /methanol 3%) resulte... Starting materials: CCOC(=O)C1(S(=O)(=O)c2ccc(OCC(CC)CC)cc2)CCN(Cc2ccccc2)CC1, C1CCOC1, CO, [Na+], [OH-]. The product is CCC(CC)COc1ccc(S(=O)(=O)C2(C(=O)O)CCN(Cc3ccccc3)CC2)cc1. Reaction SMILES: [CH2:1]([CH3:2])[O:3][C:4](=[O:5])[C:6]1([S:19](=[O:20])(=[O:21])[c:22]2[cH:23][cH:24][c:25]([O:28][CH2:29][CH:30]([CH2:31][CH3:32])[CH2:33][CH3:34])[cH:26][cH:27]2)[CH2:7][CH2:8][N:9]([CH2:12][c:13]2[cH:14][cH:15][cH:16][cH:17][cH:18]2)[CH2:10][CH2:11]1.[CH2:35]1[O:36][CH2:37][CH2:38][CH2:39]1.[CH3:40][OH:41].[Na+:43].[OH-:42]>>[O:3]=[C:4]([OH:5])[C:6]1([S:19](=[O:20])(=[O:21])[c:22]2[cH:23][cH:24][c:25]([O:28][CH2:29][CH:30]([CH2:31][CH3:32])[CH2:33][CH3:34])[cH:26][cH:27]2)[CH2:7][CH2:8][N:9]([CH2:12][c:13]2[cH:14][cH:15][cH:16][cH:17][cH:18]2)[CH2:10][CH2:11]1. Starting materials: COCCO (2-methoxyethanol), [H-].[Na+] (sodium hydride), O (Water), CC1=NC(=CC(=C1)C1=NC2=CC(=CC(=C2C(N1)=O)OC)F)C (2-(2,6-dimethyl-pyridin-4-yl)-7-fluoro-5-methoxy-3H-quinazolin-4-one). Run in CS(=O)C (dimethyl sulfoxide), C(C)(=O)O (acetic acid). Conditions: time 1 hour. The product is CC1=NC(=CC(=C1)C1=NC2=CC(=CC(=C2C(N1)=O)OC)OCCOC)C (2-(2,6-Dimethylpyridin-4-yl)-5-methoxy-7-(2-methoxyethoxy)quinazolin-4(3H)-one). Reaction SMILES: [CH3:1][O:2][CH2:3][CH2:4][OH:5].[H-].[Na+].[CH3:8][C:9]1[CH:14]=[C:13]([C:15]2[NH:24][C:23](=[O:25])[C:22]3[C:17](=[CH:18][C:19](F)=[CH:20][C:21]=3[O:26][CH3:27])[N:16]=2)[CH:12]=[C:11]([CH3:29])[N:10]=1.O>CS(C)=O.C(O)(=O)C>[CH3:8][C:9]1[CH:14]=[C:13]([C:15]2[NH:24][C:23](=[O:25])[C:22]3[C:17](=[CH:18][C:19]([O:5][CH2:4][CH2:3][O:2][CH3:1])=[CH:20][C:21]=3[O:26][CH3:27])[N:16]=2)[CH:12]=[C:11]([CH3:29])[N:10]=1 |f:1.2|. Procedure: To a solution of 2-methoxyethanol (3 mL) in dimethyl sulfoxide (8 mL), sodium hydride (60% suspension in mineral oil, 0.40 g, 9.40 mmol) was added in portions and the reaction mixture was stirred at room temperature for 1 hour. To this reaction mixture was added 2-(2,6-dimethyl-pyridin-4-yl)-7-fluoro-5-methoxy-3H-quinazolin-4-one (0.28 g, 0.94 mmol) and the reaction mixture was stirred at 90° C. for 16 hours. Water was added, acidified to pH approximately 4-5 with acetic acid, and the precipitat... Starting materials: [NH+]1=CNC=C1.N1(C=NC=C1)C1=NS(C2=C(N1)C=CC(=C2)[N+](=O)[O-])(=O)=O (3-(Imidazol-1-yl)-7-nitro-4H-1,2,4-benzothiadiazine 1,1-dioxide imidazolium salt), C1(CCC1)N (cyclobutylamine). Product: C1(CCC1)NC1=NS(C2=C(N1)C=CC(=C2)[N+](=O)[O-])(=O)=O (3-Cyclobutylamino-7-nitro-4H-1,2,4-benzothiadiazine 1,1-dioxide). Reaction SMILES: [NH+]1[CH:5]=[CH:4]NC=1.[N:6]1([C:11]2[NH:16][C:15]3[CH:17]=[CH:18][C:19]([N+:21]([O-:23])=[O:22])=[CH:20][C:14]=3[S:13](=[O:25])(=[O:24])[N:12]=2)[CH:10]=[CH:9]N=C1.C1(N)CCC1>>[CH:10]1([NH:6][C:11]2[NH:16][C:15]3[CH:17]=[CH:18][C:19]([N+:21]([O-:23])=[O:22])=[CH:20][C:14]=3[S:13](=[O:24])(=[O:25])[N:12]=2)[CH2:9][CH2:5][CH2:4]1 |f:0.1|. Procedure details: 3-(Imidazol-1-yl)-7-nitro-4H-1,2,4-benzothiadiazine 1,1-dioxide imidazolium salt was treated with cyclobutylamine according to the general procedure Method D to give the title compound; m.p. 298-301° C.